This data is from the Open Reaction Database (ORD), a public repository of structured organic reaction records. The task is: describe an organic reaction: reactants, conditions, products, and yield Starting materials: NC1=CC=C(C=C1)CCO (2-(4-amino-phenyl)-ethanol), C1(=CCCCC1)B(O)O (1-cyclohexen-1-yl-boronic acid). Yields the product NC1=C(C=C(C=C1)CCO)C1=CCCCC1 (2-(4-Amino-3-cyclohex-1-enyl-phenyl)-ethanol). RXN SMILES: [NH2:1][C:2]1[CH:7]=[CH:6][C:5]([CH2:8][CH2:9][OH:10])=[CH:4][CH:3]=1.[C:11]1(B(O)O)[CH2:16][CH2:15][CH2:14][CH2:13][CH:12]=1>>[NH2:1][C:2]1[CH:7]=[CH:6][C:5]([CH2:8][CH2:9][OH:10])=[CH:4][C:3]=1[C:11]1[CH2:16][CH2:15][CH2:14][CH2:13][CH:12]=1. Procedure details: The title compound was prepared by Suzuki coupling of 2-(4-amino-phenyl)-ethanol (prepared in the previous step) and 1-cyclohexen-1-yl-boronic acid according to the procedure of Example 44, step (b). Mass spectrum (ESI, m/z): Calcd. for C14H19NO, 218.1 (M+H), found 218.1. Starting materials: CCC(NC(=O)c1c(CBr)c(-c2ccccc2)nc2ccccc12)c1ccccc1, C1CCOC1, [Li]CCCC, CS(C)=O, CN(C)P(=O)(N(C)C)N(C)C. The product is CCC(NC(=O)c1c(CCS(C)=O)c(-c2ccccc2)nc2ccccc12)c1ccccc1. As a reaction SMILES: [Br:21][CH2:22][c:23]1[c:24](-[c:45]2[cH:46][cH:47][cH:48][cH:49][cH:50]2)[n:25][c:26]2[cH:27][cH:28][cH:29][cH:30][c:31]2[c:32]1[C:33](=[O:34])[NH:35][CH:36]([CH2:37][CH3:38])[c:39]1[cH:40][cH:41][cH:42][cH:43][cH:44]1.[CH2:51]1[O:52][CH2:53][CH2:54][CH2:55]1.[CH3:16][CH2:17][CH2:18][CH2:19][Li:20].[CH3:1][S:2](=[O:3])[CH3:4].[CH3:5][N:6]([CH3:7])[P:8]([N:9]([CH3:10])[CH3:11])([N:12]([CH3:13])[CH3:14])=[O:15]>>[CH3:1][S:2](=[O:3])[CH2:4][CH2:22][c:23]1[c:24](-[c:45]2[cH:46][cH:47][cH:48][cH:49][cH:50]2)[n:25][c:26]2[cH:27][cH:28][cH:29][cH:30][c:31]2[c:32]1[C:33](=[O:34])[NH:35][CH:36]([CH2:37][CH3:38])[c:39]1[cH:40][cH:41][cH:42][cH:43][cH:44]1. The reactants are 1,5-dideoxy-2,3,6-Tri-O-benzyl-1,5-{[6-(trimethylsilyl)hexyl]imino}-D-glucitol, C(C)O (ethanol), Cl (hydrochloric acid), O (water). Reagents/catalysts: [Pd] (palladium). The product is C([C@H](O)[C@@H](O)[C@H](O)[C@H](O)CO)O (glucitol). Reaction SMILES: [CH2:1]([OH:3])[CH3:2].Cl.[OH2:5]>[Pd]>[CH2:2]([OH:5])[C@@H:1]([C@H:2]([C@@H:1]([C@@H:2]([CH2:1][OH:3])[OH:5])[OH:3])[OH:5])[OH:3]. Procedure: 0.18 g (0.3 mmol) of 1,5-dideoxy-2,3,6-Tri-O-benzyl-1,5-{[6-(trimethylsilyl)hexyl]imino}-D-glucitol 20 ml of a 4:1 mixture of ethanol and water and 0.1N hydrochloric acid (3 ml, 0.3 mmol) are hydrogenated at atmospheric pressure in presence of 60 mg of palladium 10% on charcoal to afford 0.065 g (66%) of expected 1,5-dideoxy-1,5-{5-(trimethylsilyl)hexyl]imino}-D-glucitol as a white solid. Reactants: C1CCC2=NCCCN2CC1 (DBU), C1CCC2=NCCCN2CC1 (DBU), CCOC(=O)C (AcOEt), Br\C\1=C\CCCCCC1OCCC=C ((E)-1-Bromo-8-(but-3-enyloxy)cyclooct-1-ene), C1CCC2=NCCCN2CC1 (DBU), Cl (HCl). The solvent is CS(=O)C (DMSO). Reaction conditions: temperature 60 celsius, time 15 minute. The product is C(CC=C)OC1C#CCCCCC1 (3-(But-3-enyloxy)cyclooct-1-yne). Isolated yield 87.2%. RXN SMILES: Br[C:2]1=[CH:3][CH2:4][CH2:5][CH2:6][CH2:7][CH2:8][CH:9]1[O:10][CH2:11][CH2:12][CH:13]=[CH2:14].C1CCN2C(=NCCC2)CC1.CCOC(C)=O.Cl>CS(C)=O>[CH2:11]([O:10][CH:9]1[CH2:8][CH2:7][CH2:6][CH2:5][CH2:4][C:3]#[C:2]1)[CH2:12][CH:13]=[CH2:14]. Procedure: The compound 2 (2.04 g, 7.8 mmol) is dissolved in anhydrous DMSO (10 ml) and heated to 60° C. DBU (2.3 ml, 2 eq.) is added and the solution is stirred for 15 min. before adding further DBU (4.6 ml, 4 eq.) and again stirring for 15 min. Finally, DBU (4.6 ml, 4 eq.) is added a final time and the solution is stirred at 60° C. overnight and subsequently left to return to ambient temperature. 150 ml of AcOEt are added to this solution and extraction is carried out with HCl (1M). When the pH becomes b... Starting materials: C(C)(=O)[O-].O=C1C=CC(=NN1CC=1C=C(C(=[NH2+])N)C=CC1)C1=CC(=C(C(=C1)F)F)F (3-[6-oxo-3-(3,4,5-trifluorophenyl)-6H-pyridazin-1-ylmethyl]benzamidinium acetate), O (water), C(=O)C(C(=O)OCC)C=O (ethyl 2-formyl-3-oxopropionate), C(=O)C(C(=O)OCC)C=O (ethyl 2-formyl-3-oxopropionate). Solvent: N1=CC=CC=C1 (pyridine). Reaction conditions: temperature 80 celsius, time 4 hour. Yields the product O=C1C=CC(=NN1CC=1C=C(C=CC1)C1=NC=C(C=N1)C(=O)OCC)C1=CC(=C(C(=C1)F)F)F (ethyl 2-{3-[6-oxo-3-(3,4,5-trifluorophenyl)-6H-pyridazin-1-ylmethyl]phenyl}pyrimidine-5-carboxylate). Reaction SMILES: C([O-])(=O)C.[O:5]=[C:6]1[N:11]([CH2:12][C:13]2[CH:14]=[C:15]([CH:19]=[CH:20][CH:21]=2)[C:16]([NH2:18])=[NH2+:17])[N:10]=[C:9]([C:22]2[CH:27]=[C:26]([F:28])[C:25]([F:29])=[C:24]([F:30])[CH:23]=2)[CH:8]=[CH:7]1.[CH:31]([CH:33]([CH:39]=O)[C:34]([O:36][CH2:37][CH3:38])=[O:35])=O.O>N1C=CC=CC=1>[O:5]=[C:6]1[N:11]([CH2:12][C:13]2[CH:14]=[C:15]([C:16]3[N:18]=[CH:39][C:33]([C:34]([O:36][CH2:37][CH3:38])=[O:35])=[CH:31][N:17]=3)[CH:19]=[CH:20][CH:21]=2)[N:10]=[C:9]([C:22]2[CH:23]=[C:24]([F:30])[C:25]([F:29])=[C:26]([F:28])[CH:27]=2)[CH:8]=[CH:7]1 |f:0.1|. Procedure: 4.7 g (11.23 mmol) of 3-[6-oxo-3-(3,4,5-trifluorophenyl)-6H-pyridazin-1-ylmethyl]benzamidinium acetate are suspended in 40 ml of pyridine, and 2.4 g (16.85 mmol) of ethyl 2-formyl-3-oxopropionate (prepared in accordance with S. H. Berz et al., Journal of Organic Chemistry 1982, 47, 2216) are added, and the mixture is stirred at 80° C. for 4 h. A further 500 mg (3.47 mmol) of ethyl 2-formyl-3-oxopropionate are subsequently added, and the mixture is stirred at 80° C. for 1 h. The reaction mixture ... Reactants: C(=O)C=1C=C(OCC(=O)O)C=CC1 (3-formylphenoxyacetic acid), [BH4-].[Na+] (sodium borohydride). The solvent is C(C)O (ethanol), C(C)O (ethanol). Yields the product OCC=1C=C(OCC(=O)O)C=CC1 (3-(hydroxymethyl)phenoxyacetic acid). As a reaction SMILES: [CH:1]([C:3]1[CH:4]=[C:5]([CH:11]=[CH:12][CH:13]=1)[O:6][CH2:7][C:8]([OH:10])=[O:9])=[O:2].[BH4-].[Na+]>C(O)C>[OH:2][CH2:1][C:3]1[CH:4]=[C:5]([CH:11]=[CH:12][CH:13]=1)[O:6][CH2:7][C:8]([OH:10])=[O:9] |f:1.2|. Procedure details: A solution of 3-formylphenoxyacetic acid (5.Og.) in ethanol (50 ml.) was added to a suspension of sodium borohydride (2.11 g.) in ethanol (100 ml.) with stirring. After 2 hours the reaction was quenched with acetic acid (20%, 50 ml.) and the bulk of the solvent was evaporated. Water (50 ml.) was added and the aqueous mixture was extracted with ethyl acetate (2×100 ml.). The combined extracts were washed with saturated brine (100 ml.), dried (MgSO4) and evaporated to give 3-(hydroxymethyl)phenoxy... Starting materials: ClC1=C(C(=O)O)C(=CC=C1[N+](=O)[O-])Cl (2,6-dichloro-3-nitrobenzoic acid), C(C)(C)(C)C1=CC=C(N)C=C1 (4-tertbutylaniline), C([O-])([O-])=O.[Li+].[Li+] (lithium carbonate). Solvent: C(CC)O (1-propanol). Reaction conditions: time 20 hour. Product: 4.55, C(C)(C)(C)C1=CC=C(C=C1)NC1=C(C(=O)O)C(=CC=C1[N+](=O)[O-])Cl (2-[(4-tert-Butylphenyl)amino]-6-chloro-3-nitrobenzoic acid). Isolated yield 65.0%. RXN SMILES: Cl[C:2]1[C:10]([N+:11]([O-:13])=[O:12])=[CH:9][CH:8]=[C:7]([Cl:14])[C:3]=1[C:4]([OH:6])=[O:5].[C:15]([C:19]1[CH:25]=[CH:24][C:22]([NH2:23])=[CH:21][CH:20]=1)([CH3:18])([CH3:17])[CH3:16].C(=O)([O-])[O-].[Li+].[Li+]>C(O)CC>[C:15]([C:19]1[CH:20]=[CH:21][C:22]([NH:23][C:2]2[C:10]([N+:11]([O-:13])=[O:12])=[CH:9][CH:8]=[C:7]([Cl:14])[C:3]=2[C:4]([OH:6])=[O:5])=[CH:24][CH:25]=1)([CH3:18])([CH3:16])[CH3:17] |f:2.3.4|. Reported procedure: A mixture of 2,6-dichloro-3-nitrobenzoic acid (4.72 g, 0.02 mol), 4-tertbutylaniline (4.47 g, 0.03 mol), lithium carbonate (1.48 g, 0.02 mol), and 1-propanol (10 mL) was refluxed with stirring for 20 h. The solvent was evaporated and to the residue, water (30 mL) and benzene (50 mL) were added. The mixture was made strongly basic with sodium hydroxide and stirred for 1h. Orange precipitate was collected by filtration and washed with benzene and ether. Dry precipitate was dissolved in water and a... Reactants: CN([SiH](C)C)[Si](C)(C)C, Cl, NCCCP(O)O, CCC1CO1, O=[Zn], CC(C)C1CO1. The product is CC(C)C(O)CP(=O)(O)CCCN. As a reaction SMILES: [CH3:19][SiH:20]([CH3:21])[N:22]([CH3:23])[Si:24]([CH3:25])([CH3:26])[CH3:27].[ClH:28].[NH2:1][CH2:2][CH2:3][CH2:4][P:5]([OH:6])[OH:7].[O:14]1[CH:15]([CH2:16][CH3:17])[CH2:18]1.[O:29]=[Zn:30].[O:8]1[CH2:9][CH:10]1[CH:11]([CH3:12])[CH3:13]>>[NH2:1][CH2:2][CH2:3][CH2:4][P:5]([OH:6])(=[O:7])[CH2:9][CH:10]([OH:8])[CH:11]([CH3:12])[CH3:13].